From a dataset of the Open Reaction Database (ORD), a public repository of structured organic reaction records. describe an organic reaction: reactants, conditions, products, and yield Procedure details: DIPEA (75 mg) and 3-bromo-1,1,1-trifluoropropane (500 mg) were added to a solution of 3a-[(R)-6,6-dimethyl-4,4-dioxo-5-(4-piperidin-4-yl-phenyl)-5,6-dihydro-4H-4lambda*6*-[1,4,3]oxathiazin-2-ylamino]hexahydro-2,5-methanopentalene-2-carboxamide (73 mg) in DMF (1.5 mL), and the mixture was stirred overnight. The resulting mixture was purified in a purification laboratory by means of preparative HPLC. This gave the product with a molecular weight of 596.7 g/mol (C29H39F3N4O4S); MS (ESI): m/e=597 (M... Conditions: time 8 hour. As a reaction SMILES: CCN(C(C)C)C(C)C.Br[CH2:11][CH2:12][C:13]([F:16])([F:15])[F:14].[CH3:17][C:18]1([CH3:51])[O:23][C:22]([NH:24][C:25]23[CH2:32][CH:31]4[CH2:33][C:27]([C:34]([NH2:36])=[O:35])([CH2:28][CH:29]2[CH2:30]4)[CH2:26]3)=[N:21][S:20](=[O:38])(=[O:37])[C@@H:19]1[C:39]1[CH:44]=[CH:43][C:42]([CH:45]2[CH2:50][CH2:49][NH:48][CH2:47][CH2:46]2)=[CH:41][CH:40]=1>CN(C=O)C>[CH3:17][C:18]1([CH3:51])[O:23][C:22]([NH:24][C:25]23[CH2:32][CH:31]4[CH2:33][C:27]([C:34]([NH2:36])=[O:35])([CH2:28][CH:29]2[CH2:30]4)[CH2:26]3)=[N:21][S:20](=[O:37])(=[O:38])[C@@H:19]1[C:39]1[CH:40]=[CH:41][C:42]([CH:45]2[CH2:50][CH2:49][N:48]([CH2:11][CH2:12][C:13]([F:16])([F:15])[F:14])[CH2:47][CH2:46]2)=[CH:43][CH:44]=1. Product: CC1([C@H](S(N=C(O1)NC12CC3(CC2CC(C1)C3)C(=O)N)(=O)=O)C3=CC=C(C=C3)C3CCN(CC3)CCC(F)(F)F)C (3a-((R)-6,6-Dimethyl-4,4-dioxo-5-{4-[1-(3,3,3-trifluoropropyl)piperidin-4-yl]-phenyl}-5,6-dihydro-4H-4lambda*6*-[1,4,3]oxathiazin-2-ylamino)-hexahydro-2,5-methanopentalene-2-carboxamide). Solvent: CN(C)C=O (DMF). The reactants are CCN(C(C)C)C(C)C (DIPEA), BrCCC(F)(F)F (3-bromo-1,1,1-trifluoropropane), CC1([C@H](S(N=C(O1)NC12CC3(CC2CC(C1)C3)C(=O)N)(=O)=O)C3=CC=C(C=C3)C3CCNCC3)C (3a-[(R)-6,6-dimethyl-4,4-dioxo-5-(4-piperidin-4-yl-phenyl)-5,6-dihydro-4H-4lambda*6*-[1,4,3]oxathiazin-2-ylamino]hexahydro-2,5-methanopentalene-2-carboxamide). Starting materials: C(C)(=O)OCC (ethyl acetate), CN(C=1C=C2SC3=CC(C=CC3=NC2=CC1)=O)C (7-dimethylaminophenothiazin-3-one), N1=CC=CC=C1 (pyridine), CN(C)C1=CC2=C(C=C1)N=C3C=CC(=O)C=C3S2 (methylene violet), C(C)(=O)OC(C)=O (acetic anhydride), C(C)(=O)OCC (ethyl acetate). Reagents/catalysts: [Zn] (zinc). The product is CN(C=1C=C2SC=3C=C(C=CC3N(C2=CC1)C(C)=O)OC(C)=O)C (7-dimethylamino-3-acetyloxy- 10-acetylphenothiazine). RXN SMILES: [CH3:1][N:2]([CH3:18])[C:3]1[CH:4]=[C:5]2[C:14](=[CH:15][CH:16]=1)[N:13]=[C:12]1[C:7](=[CH:8][C:9](=[O:17])[CH:10]=[CH:11]1)[S:6]2.[C:19](OC(=O)C)(=[O:21])[CH3:20].N1C=CC=CC=1.[C:32](OCC)(=[O:34])[CH3:33]>[Zn]>[CH3:1][N:2]([CH3:18])[C:3]1[CH:4]=[C:5]2[C:14](=[CH:15][CH:16]=1)[N:13]([C:19](=[O:21])[CH3:20])[C:12]1[CH:11]=[CH:10][C:9]([O:17][C:32](=[O:34])[CH3:33])=[CH:8][C:7]=1[S:6]2. Reported procedure: Under a nitrogen atmosphere, a mixture of 5.0 g of 7-dimethylaminophenothiazin-3-one (commercially known as methylene violet), 75.0 ml of acetic anhydride, 5.0 ml of pyridine and 5.0 g of zinc dust was maintained at reflux temperature for approximately three hours. After cooling to room temperature, the reaction mixture was filtered to remove the insolubles and the filter cake was washed twice, each time with 50.0 ml of acetone. The combined filtrate and acetone washes was poured slowly into wat... Reactants: O=C([O-])[O-], CCI, CNC1CCCN(C(=O)c2ccc(NC(=O)c3ccccc3C)cc2)c2ccccc21, CN(C)C=O, [K+], [K+]. The product is CCN(C)C1CCCN(C(=O)c2ccc(NC(=O)c3ccccc3C)cc2)c2ccccc21. As a reaction SMILES: [C:32](=[O:33])([O-:34])[O-:35].[CH2:38]([CH3:39])[I:40].[CH3:1][NH:2][CH:3]1[CH2:4][CH2:5][CH2:6][N:7]([C:14]([c:15]2[cH:16][cH:17][c:18]([NH:21][C:22]([c:23]3[c:24]([CH3:29])[cH:25][cH:26][cH:27][cH:28]3)=[O:30])[cH:19][cH:20]2)=[O:31])[c:8]2[c:9]1[cH:10][cH:11][cH:12][cH:13]2.[CH3:41][N:42]([CH3:43])[CH:44]=[O:45].[K+:36].[K+:37]>>[CH3:1][N:2]([CH:3]1[CH2:4][CH2:5][CH2:6][N:7]([C:14]([c:15]2[cH:16][cH:17][c:18]([NH:21][C:22]([c:23]3[c:24]([CH3:29])[cH:25][cH:26][cH:27][cH:28]3)=[O:30])[cH:19][cH:20]2)=[O:31])[c:8]2[c:9]1[cH:10][cH:11][cH:12][cH:13]2)[CH2:38][CH3:39]. The reactants are O.Cl.Cl.NCC(=O)CN (1,3-Diaminoacetone dihydrochloride monohydrate), CO[NH3+].[Cl-] (o-methylhydroxylamine hydrochloride), CO (methanol). Conditions: time 48 hour. Product: Cl.CON=C1CN=CNC1 (1,6-Dihydro-5(4H)-pyrimidinone O-methyloxime monohydrochloride). Isolated yield 36.0%. As a reaction SMILES: O.[ClH:2].Cl.[NH2:4][CH2:5][C:6]([CH2:8][NH2:9])=O.[CH3:10][O:11][NH3+:12].[Cl-].[CH3:14]O>>[ClH:2].[CH3:10][O:11][N:12]=[C:6]1[CH2:8][NH:9][CH:14]=[N:4][CH2:5]1 |f:0.1.2.3,4.5,7.8|. Procedure details: 1,3-Diaminoacetone dihydrochloride monohydrate (2.61 g, 14.6 mmol) was dissolved in refluxing methanol. To this solution o-methylhydroxylamine hydrochloride (2.43 g, 29.2 mmol) was added. After reflexing for 48 hours the solvents were evaporated. The crude product was dissolved in methanol and an excess of trimethylorthoformate was added to the reaction mixture which was heated to reflux. After 24 hours the solvent was removed in vacuo. crystallization from methanol/ethyl acetate afforded 850 mg... Starting materials: resultant mixture, C1(=CC=CC=C1)[B-](CC)(CC)CC.[Li+] (lithium phenyltriethylborate), [Br-].C[S+](CC(=O)C1=CC=CC=C1)C (dimethylphenacylsulfonium bromide). Run in O (water), O (water). Yields the product C[S+](CC(=O)C1=CC=CC=C1)C.C1(=CC=CC=C1)[B-](CC)(CC)CC (dimethylphenacylsulfonium phenyltriethylborate). Yield: 81.8%. Reaction SMILES: [C:1]1([B-:7]([CH2:12][CH3:13])([CH2:10][CH3:11])[CH2:8][CH3:9])[CH:6]=[CH:5][CH:4]=[CH:3][CH:2]=1.[Li+].[Br-].[CH3:16][S+:17]([CH3:27])[CH2:18][C:19]([C:21]1[CH:26]=[CH:25][CH:24]=[CH:23][CH:22]=1)=[O:20]>O>[CH3:16][S+:17]([CH3:27])[CH2:18][C:19]([C:21]1[CH:26]=[CH:25][CH:24]=[CH:23][CH:22]=1)=[O:20].[C:1]1([B-:7]([CH2:10][CH3:11])([CH2:12][CH3:13])[CH2:8][CH3:9])[CH:6]=[CH:5][CH:4]=[CH:3][CH:2]=1 |f:0.1,2.3,5.6|. Reported procedure: An aqueous solution of 3.49 g of lithium phenyltriethylborate in 100 ml of water was added to an aqueous solution of 5.00 g of dimethylphenacylsulfonium bromide in 200 ml of water, and the resultant mixture was stirred at room temperature for 30 minutes. Then, the reaction mixture was filtered, and the resultant crystal was washed with water and dried to give 5.58 g of dimethylphenacylsulfonium-phenyltriethylborate.